From a dataset of the Open Reaction Database (ORD), a public repository of structured organic reaction records. describe an organic reaction: reactants, conditions, products, and yield Reactants: C1COCCN1, CCOC(C)=O, Nc1nc(CCl)cs1, Cl, CN(C)C=O. Yields the product Nc1nc(CN2CCOCC2)cs1. As a reaction SMILES: [CH2:1]1[CH2:2][O:3][CH2:4][CH2:5][NH:6]1.[CH3:21][CH2:22][O:23][C:24](=[O:25])[CH3:26].[Cl:8][CH2:9][c:10]1[n:11][c:12]([NH2:15])[s:13][cH:14]1.[ClH:7].[O:16]=[CH:17][N:18]([CH3:19])[CH3:20]>>[CH2:1]1[CH2:2][O:3][CH2:4][CH2:5][N:6]1[CH2:9][c:10]1[n:11][c:12]([NH2:15])[s:13][cH:14]1. The reactants are Example 1 ( g ), C(C1=CC=CC=C1)OCCOCC1=CC=C(C=C1)C1C(CN(CC1OCC1=CC2=CC=CC=C2C=C1)C(=O)OC(C)(C)C)CO (tert-butyl (3SR,4RS,5RS)-4-[4-(2-benzyloxy-ethoxymethyl)-phenyl]-3-hydroxymethyl-5-(naphthalen-2-ylmethoxy)-piperidine-1-carboxylate), ClCC=1C=NC=CC1 (3-(chloromethyl)-pyridine). Yields the product C(C1=CC=CC=C1)OCCOCC1=CC=C(C=C1)C1C(CN(CC1COCC=1C=NC=CC1)C(=O)OC(C)(C)C)OCC1=CC2=CC=CC=C2C=C1 (tert-butyl (3RS,4RS,5SR)-4-[4-(2-benzyloxy-ethoxymethyl)-phenyl]-3-(naphthalen-2-ylmethoxy)-5-(pyridine-3-ylmethoxymethyl)-piperidine-1-carboxylate). Reaction SMILES: [CH2:1]([O:8][CH2:9][CH2:10][O:11][CH2:12][C:13]1[CH:18]=[CH:17][C:16]([CH:19]2[CH:24]([O:25][CH2:26][C:27]3[CH:36]=[CH:35][C:34]4[C:29](=[CH:30][CH:31]=[CH:32][CH:33]=4)[CH:28]=3)[CH2:23][N:22]([C:37]([O:39][C:40]([CH3:43])([CH3:42])[CH3:41])=[O:38])[CH2:21][CH:20]2[CH2:44][OH:45])=[CH:15][CH:14]=1)[C:2]1[CH:7]=[CH:6][CH:5]=[CH:4][CH:3]=1.Cl[CH2:47][C:48]1[CH:49]=[N:50][CH:51]=[CH:52][CH:53]=1>>[CH2:1]([O:8][CH2:9][CH2:10][O:11][CH2:12][C:13]1[CH:14]=[CH:15][C:16]([CH:19]2[CH:20]([CH2:44][O:45][CH2:47][C:48]3[CH:49]=[N:50][CH:51]=[CH:52][CH:53]=3)[CH2:21][N:22]([C:37]([O:39][C:40]([CH3:41])([CH3:42])[CH3:43])=[O:38])[CH2:23][CH:24]2[O:25][CH2:26][C:27]2[CH:36]=[CH:35][C:34]3[C:29](=[CH:30][CH:31]=[CH:32][CH:33]=3)[CH:28]=2)=[CH:17][CH:18]=1)[C:2]1[CH:3]=[CH:4][CH:5]=[CH:6][CH:7]=1. Procedure details: In an analogous manner to that described in Example 1 (g), by alkylating tert-butyl (3SR,4RS,5RS)-4-[4-(2-benzyloxy-ethoxymethyl)-phenyl]-3-hydroxymethyl-5-(naphthalen-2-ylmethoxy)-piperidine-1-carboxylate with 3-(chloromethyl)-pyridine there was obtained tert-butyl (3RS,4RS,5SR)-4-[4-(2-benzyloxy-ethoxymethyl)-phenyl]-3-(naphthalen-2-ylmethoxy)-5-(pyridine-3-ylmethoxymethyl)-piperidine-1-carboxylate as a colourless oil; MS: 703 (M+H)+. Reactants: CC(=O)O, O=N[O-], Nc1c(F)cc(C=O)c(F)c1Br, [Na+], O, OP(O)P(O)O. Yields the product O=Cc1cc(F)cc(Br)c1F. As a reaction SMILES: [CH3:13][C:14](=[O:15])[OH:16].[N:23]([O-:24])=[O:25].[NH2:1][c:2]1[c:3]([Br:12])[c:4]([F:11])[c:5]([CH:6]=[O:7])[cH:8][c:9]1[F:10].[Na+:26].[OH2:27].[P:17]([P:18]([OH:19])[OH:20])([OH:21])[OH:22]>>[cH:2]1[c:3]([Br:12])[c:4]([F:11])[c:5]([CH:6]=[O:7])[cH:8][c:9]1[F:10].